Task: describe an organic reaction: reactants, conditions, products, and yield. Dataset: the Open Reaction Database (ORD), a public repository of structured organic reaction records Starting materials: ClC1=CC=C(C=C1)N1CCNCC1 (1-(4-chlorophenyl)piperazine), N=1NC(=C2CCCCC12)CCC(=O)O (3-(4,5,6,7-tetrahydro-2H-indazol-3-yl)propionic acid), ClC1=CC=C(C=C1)C1CCNCC1 (4-(4-chlorophenyl)piperidine). Yields the product ClC1=CC=C(C=C1)N1CCN(CC1)CCCC=1N(N=C2CCCCC12)C1=CC=CC=C1 (3-(3-(4-(4-chlorophenyl)piperazin-1-yl)propyl)-4,5,6,7-tetrahydro-2-phenyl-2H-indazole). RXN SMILES: [Cl:1][C:2]1[CH:7]=[CH:6][C:5]([N:8]2[CH2:13][CH2:12][NH:11][CH2:10][CH2:9]2)=[CH:4][CH:3]=1.[N:14]1[NH:15][C:16]([CH2:23][CH2:24][C:25](O)=O)=[C:17]2[C:22]=1[CH2:21][CH2:20][CH2:19][CH2:18]2.Cl[C:29]1[CH:34]=[CH:33][C:32](C2CCNCC2)=[CH:31][CH:30]=1>>[Cl:1][C:2]1[CH:3]=[CH:4][C:5]([N:8]2[CH2:13][CH2:12][N:11]([CH2:25][CH2:24][CH2:23][C:16]3[N:15]([C:29]4[CH:34]=[CH:33][CH:32]=[CH:31][CH:30]=4)[N:14]=[C:22]4[C:17]=3[CH2:18][CH2:19][CH2:20][CH2:21]4)[CH2:10][CH2:9]2)=[CH:6][CH:7]=1. Reported procedure: In the same manner as in Example 102 except that 3-(4,5,6,7-tetrahydro-2-phenyl-2H-indazol-3-yl)propionic acid obtained in Starting Material Synthesis Example 11 and 1-(4-chlorophenyl)piperazine were used instead of 3-(4,5,6,7-tetrahydro-2H-indazol-3-yl)propionic acid obtained in Starting Material Synthesis Example 1 and 4-(4-chlorophenyl)piperidine, 3-(3-(4-(4-chlorophenyl)piperazin-1-yl)propyl)-4,5,6,7-tetrahydro-2-phenyl-2H-indazole was obtained, m.p. 127-129° C.